Dataset: the Open Reaction Database (ORD), a public repository of structured organic reaction records. Task: describe an organic reaction: reactants, conditions, products, and yield Reactants: CC(C)C(NC(=O)OCc1ccccc1)C(=O)OCC(O)CBr, CCCCCCCCCCCCCCCCCC(=O)Cl, O=C([O-])O, ClCCl, [Na+], c1ccncc1. The product is CCCCCCCCCCCCCCCCCC(=O)OC(CBr)COC(=O)C(NC(=O)OCc1ccccc1)C(C)C. RXN SMILES: [Br:1][CH2:2][CH:3]([CH2:4][O:5][C:6]([CH:7]([NH:8][C:9](=[O:10])[O:11][CH2:12][c:13]1[cH:14][cH:15][cH:16][cH:17][cH:18]1)[CH:19]([CH3:20])[CH3:21])=[O:22])[OH:23].[C:30]([CH2:31][CH2:32][CH2:33][CH2:34][CH2:35][CH2:36][CH2:37][CH2:38][CH2:39][CH2:40][CH2:41][CH2:42][CH2:43][CH2:44][CH2:45][CH2:46][CH3:47])(=[O:48])[Cl:49].[C:50](=[O:51])([O-:52])[OH:53].[Cl:55][CH2:56][Cl:57].[Na+:54].[n:24]1[cH:25][cH:26][cH:27][cH:28][cH:29]1>>[Br:1][CH2:2][CH:3]([CH2:4][O:5][C:6]([CH:7]([NH:8][C:9](=[O:10])[O:11][CH2:12][c:13]1[cH:14][cH:15][cH:16][cH:17][cH:18]1)[CH:19]([CH3:20])[CH3:21])=[O:22])[O:23][C:30]([CH2:31][CH2:32][CH2:33][CH2:34][CH2:35][CH2:36][CH2:37][CH2:38][CH2:39][CH2:40][CH2:41][CH2:42][CH2:43][CH2:44][CH2:45][CH2:46][CH3:47])=[O:48]. Reactants: CI, CCOC(C)=O, CN(C)C=O, [H-], [Na+], O, CCCc1nc(C)n(-c2ccc(OC(C)(C)CO)cc2)c(=O)c1Cc1ccc(-c2ccccc2C#N)cc1. Yields the product CCCc1nc(C)n(-c2ccc(OC(C)(C)COC)cc2)c(=O)c1Cc1ccc(-c2ccccc2C#N)cc1. Reaction SMILES: [CH3:41][I:42].[CH3:43][CH2:44][O:45][C:46](=[O:47])[CH3:48].[CH3:49][N:50]([CH3:51])[CH:52]=[O:53].[H-:39].[Na+:40].[OH2:54].[OH:1][CH2:2][C:3]([O:4][c:5]1[cH:6][cH:7][c:8](-[n:11]2[c:12]([CH3:36])[n:13][c:14]([CH2:33][CH2:34][CH3:35])[c:15]([CH2:18][c:19]3[cH:20][cH:21][c:22](-[c:25]4[c:26]([C:31]#[N:32])[cH:27][cH:28][cH:29][cH:30]4)[cH:23][cH:24]3)[c:16]2=[O:17])[cH:9][cH:10]1)([CH3:37])[CH3:38]>>[O:1]([CH2:2][C:3]([O:4][c:5]1[cH:6][cH:7][c:8](-[n:11]2[c:12]([CH3:36])[n:13][c:14]([CH2:33][CH2:34][CH3:35])[c:15]([CH2:18][c:19]3[cH:20][cH:21][c:22](-[c:25]4[c:26]([C:31]#[N:32])[cH:27][cH:28][cH:29][cH:30]4)[cH:23][cH:24]3)[c:16]2=[O:17])[cH:9][cH:10]1)([CH3:37])[CH3:38])[CH3:43]. Reported procedure: A suspension of 3,4,5-trimethoxybenzyltriphenylphosphonium bromide (1.69 g, 3.23 mmol) in tetrahydrofuran (30 mL) was cooled to 0° C. and butyllithium (2 mL of a 1.6 N solution in hexane, 3.23 mmol) was added dropwise. The brick red solution was stirred at 0° C. for 20 min, then a solution of 19 (0.96 g, ca 2.2 mmol) in tetrahydrofuran (12 mL) was added dropwise. The temperature was allowed to rise to room temperature overnight, than the reaction was diluted with tert-butylmethyl ether (ca 100 m... Reaction conditions: temperature 0 celsius, time 20 minute. The solvent is C(C)(C)(C)OC (tert-butylmethyl ether), O1CCCC1 (tetrahydrofuran), O1CCCC1 (tetrahydrofuran), CCCCCC (hexane). Yield: 55.9%. Yields the product BrC1=CC(=C(C(=C1)\C=C/C1=CC(=C(C(=C1)OC)OC)OC)O[Si](C)(C)C(C)(C)C)O[Si](C)(C)C(C)(C)C (4-Bromo-6-[(Z)-2-(3,4,5-trimethoxyphenyl)vinyl]-1,2-di(tert-butyldimethylsilyloxy)benzene). Reactants: [Si](C)(C)(C(C)(C)C)OC1=C(C=O)C=C(C=C1O[Si](C)(C)C(C)(C)C)Br (2,3-Di(tert-butyldimethylsilyloxy)-5-bromo benzaldehyde), [Br-].COC=1C=C(C[P+](C2=CC=CC=C2)(C2=CC=CC=C2)C2=CC=CC=C2)C=C(C1OC)OC (3,4,5-trimethoxybenzyltriphenylphosphonium bromide), C(CCC)[Li] (butyllithium), solution. As a reaction SMILES: [Br-].[CH3:2][O:3][C:4]1[CH:5]=[C:6]([CH:27]=[C:28]([O:32][CH3:33])[C:29]=1[O:30][CH3:31])[CH2:7][P+](C1C=CC=CC=1)(C1C=CC=CC=1)C1C=CC=CC=1.C([Li])CCC.[Si:39]([O:46][C:47]1[C:54]([O:55][Si:56]([C:59]([CH3:62])([CH3:61])[CH3:60])([CH3:58])[CH3:57])=[CH:53][C:52]([Br:63])=[CH:51][C:48]=1[CH:49]=O)([C:42]([CH3:45])([CH3:44])[CH3:43])([CH3:41])[CH3:40]>O1CCCC1.CCCCCC.C(OC)(C)(C)C>[Br:63][C:52]1[CH:51]=[C:48](/[CH:49]=[CH:7]\[C:6]2[CH:27]=[C:28]([O:32][CH3:33])[C:29]([O:30][CH3:31])=[C:4]([O:3][CH3:2])[CH:5]=2)[C:47]([O:46][Si:39]([C:42]([CH3:45])([CH3:43])[CH3:44])([CH3:41])[CH3:40])=[C:54]([O:55][Si:56]([C:59]([CH3:62])([CH3:61])[CH3:60])([CH3:57])[CH3:58])[CH:53]=1 |f:0.1|. The reactants are CS(=O)(=O)OCC(CO)(C)NCC=1C=C2C=3C=CC=CC3C=CC2=C2C=CC=CC12 (2-((6-Chrysenylmethyl)amino)-2-methyl-1,3-propanediol methanesulfonate), C1=C(C=CC=2C3=CC=C4C=CC=CC4=C3C=CC12)C=O (Chrysene-2-carbaldehyde), NC(CO)(CO)C (2-amino-2-methyl-1,3-propanediol). The solvent is CCO (EtOH). The product is CS(=O)(=O)OCC(CO)(C)NCC1=CC=2C=CC3=C4C=CC=CC4=CC=C3C2C=C1 (2-((2-chrysenylmethyl)amino)-2-methyl-1,3-propanediol methanesulfonate). RXN SMILES: [CH3:1][S:2]([O:5][CH2:6][C:7]([NH:11][CH2:12][C:13]1[CH:14]=C2C(=C3[C:30]=1C=CC=C3)C=CC1C=CC=CC2=1)([CH3:10])[CH2:8][OH:9])(=[O:4])=[O:3].C1[C:48]2[CH:47]=[CH:46][C:45]3[C:36](=[CH:37]C=[C:39]4[C:44]=3[CH:43]=[CH:42][CH:41]=[CH:40]4)[C:35]=2[CH:34]=CC=1C=O.N[C:52](C)(CO)CO>CCO>[CH3:1][S:2]([O:5][CH2:6][C:7]([NH:11][CH2:12][C:13]1[CH:30]=[CH:34][C:35]2[C:36]3[C:45](=[C:44]4[C:39](=[CH:52][CH:37]=3)[CH:40]=[CH:41][CH:42]=[CH:43]4)[CH:46]=[CH:47][C:48]=2[CH:14]=1)([CH3:10])[CH2:8][OH:9])(=[O:4])=[O:3]. Procedure: Using the reductive amination procedure outlined in 1C, chrysene-2-carbaldehyde (20D) and 2-amino-2-methyl-1,3-propanediol (Aldrich) gave 2-((2-chrysenylmethyl)amino)-2-methyl-1,3-propanediol methanesulfonate, mp 225°-227° (dec), (abs. EtOH), (C, H, N, S) Reactants: CN(C)C=O, O, O=P(Cl)(Cl)Cl, c1ccc(N(c2ccccc2)c2ccccc2)cc1. Yields the product O=Cc1ccc(N(c2ccccc2)c2ccccc2)cc1. As a reaction SMILES: [O:20]=[CH:21][N:22]([CH3:23])[CH3:24].[OH2:30].[P:25]([Cl:26])([Cl:27])([Cl:28])=[O:29].[c:1]1([N:7]([c:8]2[cH:9][cH:10][cH:11][cH:12][cH:13]2)[c:14]2[cH:15][cH:16][cH:17][cH:18][cH:19]2)[cH:2][cH:3][cH:4][cH:5][cH:6]1>>[c:1]1([N:7]([c:8]2[cH:9][cH:10][cH:11][cH:12][cH:13]2)[c:14]2[cH:15][cH:16][cH:17][cH:18][cH:19]2)[cH:2][cH:3][c:4]([CH:21]=[O:20])[cH:5][cH:6]1. The reactants are C, CC(C)(C)OC(=O)c1ccc(-c2ccccc2)cc1NC(=O)c1cc(-c2ncccn2)ccc1OCc1ccccc1, CCOC(C)=O, CO, [Pd]. Product: CC(C)(C)OC(=O)c1ccc(-c2ccccc2)cc1NC(=O)c1cc(-c2ncccn2)ccc1O. RXN SMILES: [C:51].[CH2:1]([c:2]1[cH:3][cH:4][cH:5][cH:6][cH:7]1)[O:8][c:9]1[c:10]([C:11](=[O:12])[NH:13][c:14]2[c:15]([C:16](=[O:17])[O:18][C:19]([CH3:20])([CH3:21])[CH3:22])[cH:23][cH:24][c:25](-[c:27]3[cH:28][cH:29][cH:30][cH:31][cH:32]3)[cH:26]2)[cH:33][c:34](-[c:37]2[n:38][cH:39][cH:40][cH:41][n:42]2)[cH:35][cH:36]1.[CH3:43][CH2:44][O:45][C:46](=[O:47])[CH3:48].[CH3:49][OH:50].[Pd:52]>>[OH:8][c:9]1[c:10]([C:11](=[O:12])[NH:13][c:14]2[c:15]([C:16](=[O:17])[O:18][C:19]([CH3:20])([CH3:21])[CH3:22])[cH:23][cH:24][c:25](-[c:27]3[cH:28][cH:29][cH:30][cH:31][cH:32]3)[cH:26]2)[cH:33][c:34](-[c:37]2[n:38][cH:39][cH:40][cH:41][n:42]2)[cH:35][cH:36]1. Run in CO (methanol). Reaction SMILES: [C:1](O)(=O)C.Cl.[NH2:6][CH2:7][CH2:8][C:9]1[C:17]2[C:12](=[CH:13][CH:14]=[C:15]([OH:18])[CH:16]=2)[NH:11][CH:10]=1.C(=O)C>CO>[CH2:1]1[C:10]2[NH:11][C:12]3[C:17](=[CH:16][C:15]([OH:18])=[CH:14][CH:13]=3)[C:9]=2[CH2:8][CH2:7][NH:6]1 |f:1.2|. Starting materials: C(C)(=O)O (Acetic acid), Cl.NCCC1=CNC2=CC=C(C=C12)O (3-(2-amino-ethyl)-1H-indol-5-ol hydrochloride), C(C)=O (Acetaldehyde). Yields the product C1NCCC=2C3=CC(=CC=C3NC12)O (2,3,4,9-tetrahydro-1H-β-carbolin-6-ol). Conditions: temperature 75 celsius. Reported procedure: Acetic acid was added dropwise to a solution of 3-(2-amino-ethyl)-1H-indol-5-ol hydrochloride (200 mg) in 7 mL of methanol until the pH=4. Acetaldehyde (0.2 mL) was added and the mixture was heated at 75° C. in a sealed tube for 1 h. The tube was cooled to rt and unsealed. The solvent was evaporated yielding 160 mg of 2,3,4,9-tetrahydro-1H-β-carbolin-6-ol. Reactants: COC(=O)CC(c1ccc(OC(F)F)c(OCC2CC2)c1)N1Cc2cccc([N+](=O)[O-])c2C1=O, CO, Cl, [Na+], [OH-]. Yields the product O=C(O)CC(c1ccc(OC(F)F)c(OCC2CC2)c1)N1Cc2cccc([N+](=O)[O-])c2C1=O. RXN SMILES: [CH3:1][O:2][C:3]([CH2:4][CH:5]([N:6]1[C:7](=[O:18])[c:8]2[c:9]([N+:15](=[O:16])[O-:17])[cH:10][cH:11][cH:12][c:13]2[CH2:14]1)[c:19]1[cH:20][c:21]([O:29][CH2:30][CH:31]2[CH2:32][CH2:33]2)[c:22]([O:25][CH:26]([F:27])[F:28])[cH:23][cH:24]1)=[O:34].[CH3:38][OH:39].[ClH:37].[Na+:36].[OH-:35]>>[O:2]=[C:3]([CH2:4][CH:5]([N:6]1[C:7](=[O:18])[c:8]2[c:9]([N+:15](=[O:16])[O-:17])[cH:10][cH:11][cH:12][c:13]2[CH2:14]1)[c:19]1[cH:20][c:21]([O:29][CH2:30][CH:31]2[CH2:32][CH2:33]2)[c:22]([O:25][CH:26]([F:27])[F:28])[cH:23][cH:24]1)[OH:34]. The reactants are c1ccc(COCCC2CCC3(CC2)OCCO3)cc1, C1CCOC1, Cl, [Na+], O=C([O-])O. Yields the product O=C1CCC(CCOCc2ccccc2)CC1. RXN SMILES: [CH2:1]([c:2]1[cH:3][cH:4][cH:5][cH:6][cH:7]1)[O:8][CH2:9][CH2:10][CH:11]1[CH2:12][CH2:13][C:14]2([O:15][CH2:18][CH2:17][O:16]2)[CH2:19][CH2:20]1.[CH2:27]1[O:28][CH2:29][CH2:30][CH2:31]1.[ClH:21].[Na+:26].[O-:22][C:23]([OH:24])=[O:25]>>[CH2:1]([c:2]1[cH:3][cH:4][cH:5][cH:6][cH:7]1)[O:8][CH2:9][CH2:10][CH:11]1[CH2:12][CH2:13][C:14](=[O:15])[CH2:19][CH2:20]1. Reactants: SCc1ccccc1, CCO, C[O-], Clc1csc(Cl)n1, [Na+]. Product: Clc1csc(SCc2ccccc2)n1. RXN SMILES: [CH2:1]([c:2]1[cH:3][cH:4][cH:5][cH:6][cH:7]1)[SH:8].[CH3:19][CH2:20][OH:21].[CH3:9][O-:10].[Cl:12][c:13]1[s:14][cH:15][c:16]([Cl:18])[n:17]1.[Na+:11]>>[CH2:1]([c:2]1[cH:3][cH:4][cH:5][cH:6][cH:7]1)[S:8][c:13]1[s:14][cH:15][c:16]([Cl:18])[n:17]1.